describe an organic reaction: reactants, conditions, products, and yield From a dataset of the Open Reaction Database (ORD), a public repository of structured organic reaction records. Starting materials: COC1=CC=C(CNC2=NC=NC=C2)C=C1 (N-(4-methoxybenzyl)pyrimidin-4-amine), ClC1=CC(=C(C=C1)C1=NN=CC2=CC(=CC=C12)S(=O)(=O)OC1=C(C(=C(C(=C1F)F)F)F)F)OC (perfluorophenyl 1-(4-chloro-2-methoxyphenyl)phthalazine-6-sulfonate), C[Si](C)(C)[N-][Si](C)(C)C.[Li+] (lithium bis(trimethylsilyl)amide). Solvent: [Cl-].[NH4+] (ammonium chloride), O (water), C1CCOC1 (THF), C1CCOC1 (THF). Reaction conditions: time 5 minute. Product: ClC1=CC(=C(C=C1)C1=NN=CC2=CC(=CC=C12)S(=O)(=O)N(C1=NC=NC=C1)CC1=CC=C(C=C1)OC)OC (1-(4-chloro-2-methoxyphenyl)-N-(4-methoxybenzyl)-N-(pyrimidin-4-yl)phthalazine-6-sulfonamide). The yield is 36.7%. RXN SMILES: [CH3:1][O:2][C:3]1[CH:16]=[CH:15][C:6]([CH2:7][NH:8][C:9]2[CH:14]=[CH:13][N:12]=[CH:11][N:10]=2)=[CH:5][CH:4]=1.C[Si]([N-][Si](C)(C)C)(C)C.[Li+].[Cl:27][C:28]1[CH:33]=[CH:32][C:31]([C:34]2[C:43]3[C:38](=[CH:39][C:40]([S:44](OC4C(F)=C(F)C(F)=C(F)C=4F)(=[O:46])=[O:45])=[CH:41][CH:42]=3)[CH:37]=[N:36][N:35]=2)=[C:30]([O:59][CH3:60])[CH:29]=1>C1COCC1.[Cl-].[NH4+].O>[Cl:27][C:28]1[CH:33]=[CH:32][C:31]([C:34]2[C:43]3[C:38](=[CH:39][C:40]([S:44]([N:8]([CH2:7][C:6]4[CH:5]=[CH:4][C:3]([O:2][CH3:1])=[CH:16][CH:15]=4)[C:9]4[CH:14]=[CH:13][N:12]=[CH:11][N:10]=4)(=[O:45])=[O:46])=[CH:41][CH:42]=3)[CH:37]=[N:36][N:35]=2)=[C:30]([O:59][CH3:60])[CH:29]=1 |f:1.2,5.6|. Procedure: A round-bottom flask was charged with N-(4-methoxybenzyl)pyrimidin-4-amine (80 mg, 0.371 mmol) and THF (1238 μl) to give a clear solution. The flask was cooled in a dry ice-acetone bath for 5 min, then lithium bis(trimethylsilyl)amide (1M in THF) (371 μl, 0.371 mmol) was added drop wise. The flask was removed from the cooling bath for 3 min, and then re-cooled in the bath. A solution of perfluorophenyl 1-(4-chloro-2-methoxyphenyl)phthalazine-6-sulfonate (128 mg, 0.248 mmol) in THF (1 mL with a 0... Starting materials: Clc1onc(-c2ccccc2)c1-c1nnc2n1Cc1ccc(Br)cc1-2, CC(=O)[O-], CO, NCc1ccccn1, [Na+]. The product is NCc1ncccc1-c1onc(-c2ccccc2)c1-c1nnc2n1Cc1ccc(Br)cc1-2. Reaction SMILES: [Br:1][c:2]1[cH:3][cH:4][c:5]2[c:9]([cH:10]1)-[c:8]1[n:7]([c:13](-[c:14]3[c:15](-[c:20]4[cH:21][cH:22][cH:23][cH:24][cH:25]4)[n:16][o:17][c:18]3[Cl:19])[n:12][n:11]1)[CH2:6]2.[CH3:27][C:28](=[O:29])[O-:30].[CH3:39][OH:40].[NH2:31][CH2:32][c:33]1[n:34][cH:35][cH:36][cH:37][cH:38]1.[Na+:26]>>[Br:1][c:2]1[cH:3][cH:4][c:5]2[c:9]([cH:10]1)-[c:8]1[n:7]([c:13](-[c:14]3[c:15](-[c:20]4[cH:21][cH:22][cH:23][cH:24][cH:25]4)[n:16][o:17][c:18]3-[c:38]3[c:33]([CH2:32][NH2:31])[n:34][cH:35][cH:36][cH:37]3)[n:12][n:11]1)[CH2:6]2.